From a dataset of the Open Reaction Database (ORD), a public repository of structured organic reaction records. describe an organic reaction: reactants, conditions, products, and yield The reactants are Cc1nc2sc3ccccc3n2c(=O)c1-c1ccc(C#N)cc1, CCO, Cc1ccccc1, OB(O)c1ccc(OC(F)(F)F)cc1, [Na+], [Na+], O=C([O-])[O-], O. Product: Cc1nc2sc3ccccc3n2c(=O)c1-c1ccc(OC(F)(F)F)cc1. Reaction SMILES: [CH3:1][c:2]1[n:3][c:4]2[s:5][c:6]3[c:7]([n:8]2[c:9](=[O:19])[c:10]1-[c:11]1[cH:12][cH:13][c:14]([C:15]#[N:16])[cH:17][cH:18]1)[cH:20][cH:21][cH:22][cH:23]3.[CH3:44][CH2:45][OH:46].[CH3:47][c:48]1[cH:49][cH:50][cH:51][cH:52][cH:53]1.[F:24][C:25]([O:26][c:27]1[cH:28][cH:29][c:30]([B:31]([OH:32])[OH:33])[cH:34][cH:35]1)([F:36])[F:37].[Na+:38].[Na+:39].[O-:40][C:41](=[O:42])[O-:43].[OH2:54]>>[CH3:1][c:2]1[n:3][c:4]2[s:5][c:6]3[c:7]([n:8]2[c:9](=[O:19])[c:10]1-[c:11]1[cH:12][cH:13][c:14]([O:26][C:25]([F:24])([F:36])[F:37])[cH:17][cH:18]1)[cH:20][cH:21][cH:22][cH:23]3. The reactants are B, COc1ccc(CCCC(=O)NCCNC(=O)OC(C)(C)C)cc1, C1CCOC1. RXN SMILES: [BH3:25].[C:1]([CH3:2])([CH3:3])([CH3:4])[O:5][C:6]([NH:7][CH2:8][CH2:9][NH:10][C:11]([CH2:12][CH2:13][CH2:14][c:15]1[cH:16][cH:17][c:18]([O:21][CH3:22])[cH:19][cH:20]1)=[O:23])=[O:24].[CH2:26]1[O:27][CH2:28][CH2:29][CH2:30]1>>[C:1]([CH3:2])([CH3:3])([CH3:4])[O:5][C:6]([NH:7][CH2:8][CH2:9][NH:10][CH2:11][CH2:12][CH2:13][CH2:14][c:15]1[cH:16][cH:17][c:18]([O:21][CH3:22])[cH:19][cH:20]1)=[O:24]. The product is COc1ccc(CCCCNCCNC(=O)OC(C)(C)C)cc1.